This data is from the Open Reaction Database (ORD), a public repository of structured organic reaction records. The task is: describe an organic reaction: reactants, conditions, products, and yield Starting materials: CCO, [Cl-], [Fe], [NH4+], O, O=C(Nc1ccccc1)n1ccc2cc([N+](=O)[O-])ccc21. Product: Nc1ccc2c(ccn2C(=O)Nc2ccccc2)c1. RXN SMILES: [CH3:25][CH2:26][OH:27].[Cl-:23].[Fe:28].[NH4+:24].[OH2:22].[c:1]1([NH:7][C:8](=[O:9])[n:10]2[cH:11][cH:12][c:13]3[cH:14][c:15]([N+:19]([O-:20])=[O:21])[cH:16][cH:17][c:18]23)[cH:2][cH:3][cH:4][cH:5][cH:6]1>>[c:1]1([NH:7][C:8](=[O:9])[n:10]2[cH:11][cH:12][c:13]3[cH:14][c:15]([NH2:19])[cH:16][cH:17][c:18]23)[cH:2][cH:3][cH:4][cH:5][cH:6]1. The reactants are FC1=CC=C(C=C1)S(=O)(=O)CC1=CC=C(C(=O)OC)C=C1 (methyl 4-{[(4-fluorophenyl)sulfonyl]methyl}benzoate), [H-].[Na+] (NaH), C(C=CC1=CC=CC=C1)Br (cinnamyl bromide). Solvent: CN(C)C=O (DMF), C1CCOC1 (THF). Run at temperature 0 celsius, time 15 minute. The product is FC1=CC=C(C=C1)SC(C\C=C\C1=CC=CC=C1)C1=CC=C(C(=O)OC)C=C1 (methyl 4-{(E)-1-[(4-fluorophenyl)sulfanyl]-4-phenyl-3-butenyl}benzoate). The yield is 110.1%. As a reaction SMILES: [F:1][C:2]1[CH:7]=[CH:6][C:5]([S:8]([CH2:11][C:12]2[CH:21]=[CH:20][C:15]([C:16]([O:18][CH3:19])=[O:17])=[CH:14][CH:13]=2)(=O)=O)=[CH:4][CH:3]=1.[H-].[Na+].[CH2:24](Br)[CH:25]=[CH:26][C:27]1[CH:32]=[CH:31][CH:30]=[CH:29][CH:28]=1>CN(C=O)C.C1COCC1>[F:1][C:2]1[CH:7]=[CH:6][C:5]([S:8][CH:11]([C:12]2[CH:21]=[CH:20][C:15]([C:16]([O:18][CH3:19])=[O:17])=[CH:14][CH:13]=2)[CH2:24]/[CH:25]=[CH:26]/[C:27]2[CH:32]=[CH:31][CH:30]=[CH:29][CH:28]=2)=[CH:4][CH:3]=1 |f:1.2|. Reported procedure: To a solution of methyl 4-{[(4-fluorophenyl)sulfonyl]methyl}benzoate (0.26 g, 0.84 mmole) in DMF at 0° C. was added NaH (25 mg, 0.74 mmole) and the reaction was stirred for 15 minutes at 0° C. Then a solution of cinnamyl bromide (0.16 g, 0.81 mmole) in THF (1 mL) was added, and the reaction was allowed to warm to room temperature. The reaction was quenched with saturated NH4Cl solution and extracted with ethyl acetate. The organic phase was dried (Na2SO4), filtered, and evaporated. The residue w...